Dataset: the Open Reaction Database (ORD), a public repository of structured organic reaction records. Task: describe an organic reaction: reactants, conditions, products, and yield Starting materials: [H][H] (hydrogen), C(C1=CC=CC=C1)OC=1C=C(C(=O)OC)C=C(C1)OC1=CC=C(C=C1)C=1OC(=NN1)C (Methyl 3-(benzyloxy)-5-[4-(5-methyl-1,3,4-oxadiazol-2-yl)phenoxy]benzoate), C(C1=CC=CC=C1)OC=1C=C(C(=O)OC)C=C(C1)OC1=CC=C(C=C1)C=1OC(=NN1)C (Methyl 3-(benzyloxy)-5-[4-(5-methyl-1,3,4-oxadiazol-2-yl)phenoxy]benzoate). The reagents and catalysts are [Pd] (Pd/C). Solvent: C(C)(=O)O (acetic acid), C(C)(=O)O (acetic acid). The product is OC=1C=C(C(=O)OC)C=C(C1)OC1=CC=C(C=C1)C=1OC(=NN1)C (Methyl 3-hydroxy-5-[4-(5-methyl-1,3,4-oxadiazol-2-yl)phenoxy]benzoate). The yield is 82.0%. RXN SMILES: C([O:8][C:9]1[CH:10]=[C:11]([CH:16]=[C:17]([O:19][C:20]2[CH:25]=[CH:24][C:23]([C:26]3[O:27][C:28]([CH3:31])=[N:29][N:30]=3)=[CH:22][CH:21]=2)[CH:18]=1)[C:12]([O:14][CH3:15])=[O:13])C1C=CC=CC=1.[H][H]>C(O)(=O)C.[Pd]>[OH:8][C:9]1[CH:10]=[C:11]([CH:16]=[C:17]([O:19][C:20]2[CH:21]=[CH:22][C:23]([C:26]3[O:27][C:28]([CH3:31])=[N:29][N:30]=3)=[CH:24][CH:25]=2)[CH:18]=1)[C:12]([O:14][CH3:15])=[O:13]. Procedure details: To a solution of Methyl 3-(benzyloxy)-5-[4-(5-methyl-1,3,4-oxadiazol-2-yl)phenoxy]benzoate (28 g) (Intermediate 8) in glacial acetic acid, suspension of 10% Pd/C in glacial acetic acid was added in Parr hydrogenation apparatus. The reaction was subjected under 60 PSI of hydrogen for 6 h. After completion, the reaction mixture was filtered to remove catalyst. Filtrate was poured into ice, the solid obtained was filtered, washed with water, saturated sodium bicarbonate solution, water, petroleum e... Reactants: S(=O)(=O)([O-])[O-].[Na+].[Na+] (sodium sulfate), CC1=CC=C(C=O)C=C1 (4-methylbenzaldehyde), S(=O)(=O)([O-])[O-].O[NH3+].O[NH3+] (hydroxylammonium sulfate). Run at temperature 80 celsius, time 10 minute. Product: CC1=CC=C(C#N)C=C1 (4-methylbenzonitrile). Reaction SMILES: S([O-])([O-])(=O)=O.[Na+].[Na+].[CH3:8][C:9]1[CH:16]=[CH:15][C:12]([CH:13]=O)=[CH:11][CH:10]=1.S([O-])([O-])(=O)=O.O[NH3+:23].O[NH3+]>>[CH3:8][C:9]1[CH:16]=[CH:15][C:12]([C:13]#[N:23])=[CH:11][CH:10]=1 |f:0.1.2,4.5.6|. Reported procedure: With stirring (20 rpm), a turbine dryer is charged at room temperature with 8000 parts by weight of anhydrous sodium sulfate, 1602 parts by weight of 4-methylbenzaldehyde and 1149 parts by weight of hydroxylammonium sulfate. Following evacuation to 35 mbar, the mixture is heated to 80° C. and stirred at this temperature for 21/2 hours. It is subsequently heated at 125° C. at a pressure of 80 mbar and held for 10 minutes; the pressure is then reduced to 60 mbar and held for a further 20 minutes, ... Starting materials: CC(=O)OCC(I)CC(F)(C(F)(F)F)C(F)(F)F, OCCOCCO, [Zn]. Yields the product C=CCC(F)(C(F)(F)F)C(F)(F)F. As a reaction SMILES: [C:1]([O:2][CH2:5][CH:6]([I:3])[CH2:7][C:8]([C:9]([F:10])([F:11])[F:12])([C:13]([F:14])([F:15])[F:16])[F:17])(=[O:4])[CH3:18].[OH:20][CH2:21][CH2:22][O:23][CH2:24][CH2:25][OH:26].[Zn:19]>>[CH2:5]=[CH:6][CH2:7][C:8]([C:9]([F:10])([F:11])[F:12])([C:13]([F:14])([F:15])[F:16])[F:17]. Reactants: BrC1=CN=C(S1)C(C)(C)S(=O)(=O)CCC(=O)OC (methyl 3-{[2-(5-bromo-1,3-thiazol-2-yl)propan-2-yl]sulfonyl}propanoate), C[O-].[Na+] (NaOMe), CI (methyl iodide). Solvent: C1CCOC1 (THF), CS(=O)C (DMSO), O (water). Conditions: time 30 minute. The product is BrC1=CN=C(S1)C(C)(C)S(=O)(=O)C (5-bromo-2-[2-(methylsulfonyl)propan-2-yl]-1,3-thiazole). Yield: 93.3%. RXN SMILES: [Br:1][C:2]1[S:6][C:5]([C:7]([S:10]([CH2:13]CC(OC)=O)(=[O:12])=[O:11])([CH3:9])[CH3:8])=[N:4][CH:3]=1.C[O-].[Na+].CI>C1COCC1.CS(C)=O.O>[Br:1][C:2]1[S:6][C:5]([C:7]([S:10]([CH3:13])(=[O:11])=[O:12])([CH3:9])[CH3:8])=[N:4][CH:3]=1 |f:1.2|. Procedure: Methyl 3-{[2-(5-bromo-1,3-thiazol-2-yl)propan-2-yl]sulfonyl}propanoate (Example 70, Step 4, 500 mg, 1.403 mmol) was taken up in THF (15 mL) at room temperature, and NaOMe (25% in MeOH, 303 mg, 1.403 mmol) was added. After 30 min at room temperature, the suspension was evaporated to dryness, providing a white solid. The solid was taken back up in DMSO (5 mL), and methyl iodide (398 mg, 2.81 mmol) was added. After stirring for 2 h at room temperature, the reaction was diluted with water and extrac... The product is COc1ccc(OCCC#N)cc1. As a reaction SMILES: [C:16]([OH:17])([CH3:18])([CH3:19])[CH3:20].[CH2:12]=[CH:13][C:14]#[N:15].[CH3:1][O:2][c:3]1[cH:4][cH:5][c:6]([OH:9])[cH:7][cH:8]1.[K+:11].[OH-:10]>>[CH3:1][O:2][c:3]1[cH:4][cH:5][c:6]([O:9][CH2:12][CH2:13][C:14]#[N:15])[cH:7][cH:8]1. Reactants: CC(C)(C)O, C=CC#N, COc1ccc(O)cc1, [K+], [OH-]. Starting materials: CCOC=Cc1nc2c(N)ncnc2n1C1OC(CO)C(O)C1O, C1CCOC1, CO, ClCCl, Cl, [K+], [K+], O=C([O-])[O-]. Product: CC(=O)c1nc2c(N)ncnc2n1C1OC(CO)C(O)C1O. As a reaction SMILES: [CH2:2]([O:3][CH:5]=[CH:6][c:7]1[n:8]([CH:9]2[CH:10]([OH:11])[CH:12]([OH:13])[CH:14]([CH2:15][OH:16])[O:17]2)[c:18]2[n:19][cH:20][n:21][c:22]([NH2:25])[c:23]2[n:24]1)[CH3:4].[CH2:34]1[O:35][CH2:36][CH2:37][CH2:38]1.[CH3:32][OH:33].[Cl:39][CH2:40][Cl:41].[ClH:1].[K+:26].[K+:27].[O-:28][C:29]([O-:30])=[O:31]>>[CH3:5][C:6]([c:7]1[n:8]([CH:9]2[CH:10]([OH:11])[CH:12]([OH:13])[CH:14]([CH2:15][OH:16])[O:17]2)[c:18]2[n:19][cH:20][n:21][c:22]([NH2:25])[c:23]2[n:24]1)=[O:28].